Dataset: the Open Reaction Database (ORD), a public repository of structured organic reaction records. Task: describe an organic reaction: reactants, conditions, products, and yield Reactants: C(C)OCC (ethyl ether), C1(CCC1)C(=O)O (cyclobutanecarboxylic acid), CS(=O)(=O)OC1=CC2=CC=C(C=C2C=C1)C(N)=N (6-amidino-2-naphthol methanesulfonate), C1CCC(CC1)N=C=NC2CCCCC2 (DCC). Run in N1=CC=CC=C1 (pyridine). The product is C1(CCC1)C(=O)OC1=CC2=CC=C(C=C2C=C1)C(N)=N (6-amidino-2-naphthyl cyclobutanecarboxylate). RXN SMILES: [CH:1]1([C:5]([OH:7])=[O:6])[CH2:4][CH2:3][CH2:2]1.C1CCC(N=C=NC2CCCCC2)CC1.CS(O[C:28]1[CH:37]=[CH:36][C:35]2[C:30](=[CH:31][CH:32]=[C:33]([C:38](=[NH:40])[NH2:39])[CH:34]=2)[CH:29]=1)(=O)=O.C(OCC)C>N1C=CC=CC=1>[CH:1]1([C:5]([O:7][C:28]2[CH:37]=[CH:36][C:35]3[C:30](=[CH:31][CH:32]=[C:33]([C:38](=[NH:39])[NH2:40])[CH:34]=3)[CH:29]=2)=[O:6])[CH2:4][CH2:3][CH2:2]1. Procedure: To a solution of 1.8 g of cyclobutanecarboxylic acid in 50 ml of anhydrous pyridine, while being cooled in ice and stirred, was added 4.4 g of DCC. After 30 minutes, 5.0 g of 6-amidino-2-naphthol methanesulfonate was added to the mixture and the mixture was further stirred for 24 hours at room temperature. The precipitate formed on addition of ethyl ether was collected by filtration, dissolved in dimethylformamide, and filtered to remove the insolubles. Ethyl ether was added to the filtrate and ... Yield: 68.4%. Reaction conditions: time 30 minute. Reactants: [OH-].[Na+] (Sodium hydroxide), ClC=1C=C(C=CC1OC(C)C)C1=NC(=NO1)C1=CC2=C(CN(CCO2)CCCC(=O)OCC)C=C1 (ethyl 4-[8-(5-{3-chloro-4-[(1-methylethyl)oxy]phenyl}-1,2,4-oxadiazol-3-yl)-2,3-dihydro-1,4-benzoxazepin-4(5H)-yl]butanoate). Run in C(C)O (ethanol). Conditions: time 2 hour. Yields the product ClC=1C=C(C=CC1OC(C)C)C1=NC(=NO1)C1=CC2=C(CN(CCO2)CCCC(=O)O)C=C1 (4-[8-(5-{3-Chloro-4-[(1-methylethyl)oxy]phenyl}-1,2,4-oxadiazol-3-yl)-2,3-dihydro-1,4-benzoxazepin-4(5H)-yl]butanoic acid). As a reaction SMILES: [OH-].[Na+].[Cl:3][C:4]1[CH:5]=[C:6]([C:14]2[O:18][N:17]=[C:16]([C:19]3[CH:37]=[CH:36][C:22]4[CH2:23][N:24]([CH2:28][CH2:29][CH2:30][C:31]([O:33]CC)=[O:32])[CH2:25][CH2:26][O:27][C:21]=4[CH:20]=3)[N:15]=2)[CH:7]=[CH:8][C:9]=1[O:10][CH:11]([CH3:13])[CH3:12]>C(O)C>[Cl:3][C:4]1[CH:5]=[C:6]([C:14]2[O:18][N:17]=[C:16]([C:19]3[CH:37]=[CH:36][C:22]4[CH2:23][N:24]([CH2:28][CH2:29][CH2:30][C:31]([OH:33])=[O:32])[CH2:25][CH2:26][O:27][C:21]=4[CH:20]=3)[N:15]=2)[CH:7]=[CH:8][C:9]=1[O:10][CH:11]([CH3:13])[CH3:12] |f:0.1|. Procedure: 2M Sodium hydroxide (aq) (0.5 ml, 1.000 mmol) was added to a solution of ethyl 4-[8-(5-{3-chloro-4-[(1-methylethyl)oxy]phenyl}-1,2,4-oxadiazol-3-yl)-2,3-dihydro-1,4-benzoxazepin-4(5H)-yl]butanoate (Preparation 36) (0.103 g, 0.206 mmol) in ethanol (4 ml) and left at room temperature for 2 hours. The reaction mixture was evaporated and the residue dissolved in water/EtOAc (30 ml of each) and acidified with acetic acid. The organic layer was collected, dried (magnesium sulphate), evaporated and aze... Reactants: C1(CCCCC1)N1C[C@@H]([C@H](C1)O)NC(CNC(C1=CC(=CC=C1)C(F)(F)F)=O)=O (N-(2-{[(3S,4S)-1-Cyclohexyl-4-hydroxypyrrolidin-3-yl]amino}-2-oxoethyl)-3-(trifluoromethyl)benzamide), C(C1=CC=CC=C1)Br (benzyl bromide). Product: C(C1=CC=CC=C1)O[C@@H]1[C@H](CN(C1)C1CCCCC1)NC(CNC(C1=CC(=CC=C1)C(F)(F)F)=O)=O (N-(2-{[(3S,4S)-4-(Benzyloxy)-1-cyclohexylpyrrolidin-3-yl]amino}-2-oxoethyl)-3-(trifluoromethyl)benzamide). As a reaction SMILES: [CH:1]1([N:7]2[CH2:11][C@H:10]([OH:12])[C@@H:9]([NH:13][C:14](=[O:29])[CH2:15][NH:16][C:17](=[O:28])[C:18]3[CH:23]=[CH:22][CH:21]=[C:20]([C:24]([F:27])([F:26])[F:25])[CH:19]=3)[CH2:8]2)[CH2:6][CH2:5][CH2:4][CH2:3][CH2:2]1.[CH2:30](Br)[C:31]1[CH:36]=[CH:35][CH:34]=[CH:33][CH:32]=1>>[CH2:30]([O:12][C@H:10]1[CH2:11][N:7]([CH:1]2[CH2:6][CH2:5][CH2:4][CH2:3][CH2:2]2)[CH2:8][C@@H:9]1[NH:13][C:14](=[O:29])[CH2:15][NH:16][C:17](=[O:28])[C:18]1[CH:23]=[CH:22][CH:21]=[C:20]([C:24]([F:26])([F:27])[F:25])[CH:19]=1)[C:31]1[CH:36]=[CH:35][CH:34]=[CH:33][CH:32]=1. Reported procedure: The title compound was prepared by alkylation of compound of Example 1 with benzyl bromide following the procedure described in Example 2. MS calculated (M+H)+ 504. found 504.